This data is from the Open Reaction Database (ORD), a public repository of structured organic reaction records. The task is: describe an organic reaction: reactants, conditions, products, and yield Starting materials: [BH4-], CO, O=C1CCCc2cccc(Cl)c21, [Na+]. Yields the product OC1CCCc2cccc(Cl)c21. RXN SMILES: [BH4-:13].[CH3:15][OH:16].[Cl:1][c:2]1[cH:3][cH:4][cH:5][c:6]2[c:11]1[C:10](=[O:12])[CH2:9][CH2:8][CH2:7]2.[Na+:14]>>[Cl:1][c:2]1[cH:3][cH:4][cH:5][c:6]2[c:11]1[CH:10]([OH:12])[CH2:9][CH2:8][CH2:7]2. The reactants are FC1=CC=C(C=O)C=C1 (4-Fluoro-benzaldehyde), Cl.NO (hydroxylamine hydrochloride). Yields the product FC1=CC=C(C=NO)C=C1 (4-fluorobenzaldehyde oxime). Reaction SMILES: [F:1][C:2]1[CH:9]=[CH:8][C:5]([CH:6]=O)=[CH:4][CH:3]=1.Cl.[NH2:11][OH:12]>>[F:1][C:2]1[CH:9]=[CH:8][C:5]([CH:6]=[N:11][OH:12])=[CH:4][CH:3]=1 |f:1.2|. Procedure: In another embodiment, 1-(3-(4-fluorophenyl)-isoxazol-5-yl)ethanol and 1-(3-(4-fluorophenyl)-isoxazol-5-yl)ethanone may be produced as described in Scheme 12A. 4-Fluoro-benzaldehyde is reacted with hydroxylamine hydrochloride to provide 4-fluorobenzaldehyde oxime. The isoxazole ring is then generated by reacting this intermediate with but-3-yn-2-ol and NCS to provide 1-(3-(4-fluorophenyl)isoxazol-5-yl)ethanol. 1-(3-(4-Fluorophenyl)isoxazol-5-yl)ethanol is then oxidized to the ketone, i.e., 1-(3-... Reactants: OC=1C=C2C=CC(=CC2=CC1)C(C(=O)OC)C (methyl 6-hydroxy-2naphthyl-α-methylacetate), COC(C)=O (methylacetate), COCCl (chlorodimethyl ether). The solvent is CN(C=O)C (dimethylformamide). Reaction conditions: time 12 hour. The product is COCOC=1C=C2C=CC(=CC2=CC1)C(C(=O)OC)C (methyl 6-methoxymethyloxy-2-naphthyl-α-methylacetate). RXN SMILES: [OH:1][C:2]1[CH:3]=[C:4]2[C:9](=[CH:10][CH:11]=1)[CH:8]=[C:7]([CH:12]([CH3:17])[C:13]([O:15][CH3:16])=[O:14])[CH:6]=[CH:5]2.[CH3:18][O:19][C:20](=O)C.COCCl>CN(C)C=O>[CH3:18][O:19][CH2:20][O:1][C:2]1[CH:3]=[C:4]2[C:9](=[CH:10][CH:11]=1)[CH:8]=[C:7]([CH:12]([CH3:17])[C:13]([O:15][CH3:16])=[O:14])[CH:6]=[CH:5]2. Reported procedure: A mixture of 23 g. of methyl 6-hydroxy-2naphthyl-α-methylacetate, methylacetate, 25 g. of chlorodimethyl ether, and 500 ml. of dimethylformamide is allowed to stand at room temperature for 12 hours. The reaction mixture is evaporated under reduced pressure to give methyl 6-methoxymethyloxy-2-naphthyl-α-methylacetate.